Task: describe an organic reaction: reactants, conditions, products, and yield. Dataset: the Open Reaction Database (ORD), a public repository of structured organic reaction records Reaction SMILES: [CH3:1][S:2]([O:3][CH2:6][CH2:7][c:8]1[o:9][c:10]2[c:11]([cH:12]1)[cH:13][c:14](-[c:17]1[c:18]([CH3:23])[n:19][o:20][c:21]1[CH3:22])[cH:15][cH:16]2)(=[O:4])=[O:5].[CH3:24][CH:25]1[NH:26][CH2:27][CH2:28][CH2:29]1.[CH3:30][c:31]1[cH:32][cH:33][cH:34][cH:35][cH:36]1.[CH3:39][C:40]#[N:41].[Na+:38].[OH-:37]>>[CH2:6]([CH2:7][c:8]1[o:9][c:10]2[c:11]([cH:12]1)[cH:13][c:14](-[c:17]1[c:18]([CH3:23])[n:19][o:20][c:21]1[CH3:22])[cH:15][cH:16]2)[N:26]1[CH:25]([CH3:24])[CH2:29][CH2:28][CH2:27]1. Starting materials: Cc1noc(C)c1-c1ccc2oc(CCOS(C)(=O)=O)cc2c1, CC1CCCN1, Cc1ccccc1, CC#N, [Na+], [OH-]. The product is Cc1noc(C)c1-c1ccc2oc(CCN3CCCC3C)cc2c1. The reactants are NC1=C(C=CC2=CC=CC=C12)NC1=CC=C(C=C1)C=1OC(=NN1)C (1-Amino-2-[4-(5-methyl-[1,3,4]oxadiazol-2-yl)phenyl]aminonaphthalene), C(C(=O)Cl)(=O)Cl (oxalyl chloride). The product is CC1=NN=C(O1)C1=CC=C(C=C1)N1C(C(NC=2C3=C(C=CC12)C=CC=C3)=O)=O (4-[4-(5-Methyl-[1,3,4]oxadiazol-2-yl)phenyl]-1,4-dihydrobenzo[f]quinoxaline-2,3-dione). Yield: 68.0%. As a reaction SMILES: [NH2:1][C:2]1[C:11]2[C:6](=[CH:7][CH:8]=[CH:9][CH:10]=2)[CH:5]=[CH:4][C:3]=1[NH:12][C:13]1[CH:18]=[CH:17][C:16]([C:19]2[O:20][C:21]([CH3:24])=[N:22][N:23]=2)=[CH:15][CH:14]=1.[C:25](Cl)(=[O:29])[C:26](Cl)=[O:27]>>[CH3:24][C:21]1[O:20][C:19]([C:16]2[CH:15]=[CH:14][C:13]([N:12]3[C:3]4[CH:4]=[CH:5][C:6]5[CH:7]=[CH:8][CH:9]=[CH:10][C:11]=5[C:2]=4[NH:1][C:26](=[O:27])[C:25]3=[O:29])=[CH:18][CH:17]=2)=[N:23][N:22]=1. Reported procedure: 1-Amino-2-[4-(5-methyl-[1,3,4]oxadiazol-2-yl)phenyl]aminonaphthalene (190 mg, 0.6 mmol) and oxalyl chloride were used in a process similar to Example 1(3) to give the titled compound (150 mg, yield 68%) as a gray crystal.